describe an organic reaction: reactants, conditions, products, and yield From a dataset of the Open Reaction Database (ORD), a public repository of structured organic reaction records. The reactants are CC1(C)OB(c2ccc(N)cc2)OC1(C)C, CCCC(C)C, CCO, CCOCC, COCCOC, CC1COCCN1c1cc(C(C)(C)S(=O)(=O)C2CCCC2)nc(Cl)n1, [Na+], [Na+], O=C([O-])[O-], CN(C)C=O, O. The product is CC1COCCN1c1cc(C(C)(C)S(=O)(=O)C2CCCC2)nc(-c2ccc(N)cc2)n1. RXN SMILES: [CH3:26][C:27]1([CH3:28])[C:29]([CH3:30])([CH3:31])[O:32][B:33]([c:34]2[cH:35][cH:36][c:37]([NH2:38])[cH:39][cH:40]2)[O:41]1.[CH3:48][CH2:49][CH2:50][CH:51]([CH3:52])[CH3:53].[CH3:54][CH2:55][OH:56].[CH3:57][CH2:58][O:59][CH2:60][CH3:61].[CH3:62][O:63][CH2:64][CH2:65][O:66][CH3:67].[Cl:1][c:2]1[n:3][c:4]([N:19]2[CH:20]([CH3:25])[CH2:21][O:22][CH2:23][CH2:24]2)[cH:5][c:6]([C:8]([CH3:9])([CH3:10])[S:11](=[O:12])(=[O:13])[CH:14]2[CH2:15][CH2:16][CH2:17][CH2:18]2)[n:7]1.[Na+:42].[Na+:43].[O-:44][C:45](=[O:46])[O-:47].[O:69]=[CH:70][N:71]([CH3:72])[CH3:73].[OH2:68]>>[c:2]1(-[c:34]2[cH:35][cH:36][c:37]([NH2:38])[cH:39][cH:40]2)[n:3][c:4]([N:19]2[CH:20]([CH3:25])[CH2:21][O:22][CH2:23][CH2:24]2)[cH:5][c:6]([C:8]([CH3:9])([CH3:10])[S:11](=[O:12])(=[O:13])[CH:14]2[CH2:15][CH2:16][CH2:17][CH2:18]2)[n:7]1. Starting materials: C([O-])([O-])=O.[K+].[K+] (potassium carbonate), C(C1=CC=CC=C1)(=O)Cl (benzoyl chloride), CC1=NC=CC(=N1)N1CCNCC1 (2-methyl-4-piperazino-pyrimidine). Run in CC(=O)C (acetone). The product is CC1=NC=CC(=N1)N1CCN(CC1)C(C1=CC=CC=C1)=O (2-methyl-4-(4-benzoyl-piperazino)-pyrimidine). Isolated yield 31.6%. RXN SMILES: [CH3:1][C:2]1[N:7]=[C:6]([N:8]2[CH2:13][CH2:12][NH:11][CH2:10][CH2:9]2)[CH:5]=[CH:4][N:3]=1.C(=O)([O-])[O-].[K+].[K+].[C:20](Cl)(=[O:27])[C:21]1[CH:26]=[CH:25][CH:24]=[CH:23][CH:22]=1>CC(C)=O>[CH3:1][C:2]1[N:7]=[C:6]([N:8]2[CH2:9][CH2:10][N:11]([C:20](=[O:27])[C:21]3[CH:26]=[CH:25][CH:24]=[CH:23][CH:22]=3)[CH2:12][CH2:13]2)[CH:5]=[CH:4][N:3]=1 |f:1.2.3|. Reported procedure: 1 g of 2-methyl-4-piperazino-pyrimidine was dissolved in 50 ml of acetone, and 2 g of potassium carbonate and 0.8 g of benzoyl chloride were added. The suspension was refluxed for 6 h until starting compound was no longer detectable. After filtration, the filtrate was concentrated in vacuo, and the residue was recrystallized from dichloromethane/petroleum ether. 0.5 g of 2-methyl-4-(4-benzoyl-piperazino)-pyrimidine was obtained. (Melting point: 147° C.) Reactants: FC1=C(C=C(C(=C1)C)SCC(F)(F)F)N1N=C(C=C1NC=O)OCC(C(C(F)(F)F)(F)F)(F)F (1-{2-fluoro-4-methyl-5-(2,2,2-trifluoroethylthio)phenyl}-5-formylamino-3-(2,2,3,3,4,4,4-heptafluorobutoxy)pyrazole), ClC1=CC(=CC=C1)C(=O)OO (m-chloroperbenzoic acid). The solvent is C(Cl)(Cl)Cl (chloroform). Reaction conditions: time 1 hour. Yields the product FC1=C(C=C(C(=C1)C)S(=O)CC(F)(F)F)N1N=C(C=C1NC=O)OCC(C(C(F)(F)F)(F)F)(F)F (1-{2-fluoro-4-methyl-5-(2,2,2-trifluoroethylsulfinyl)phenyl}-5-formylamino-3-(2,2,3,3,4,4,4-heptafluorobutoxy)pyrazole). Isolated yield 99.9%. RXN SMILES: [F:1][C:2]1[CH:7]=[C:6]([CH3:8])[C:5]([S:9][CH2:10][C:11]([F:14])([F:13])[F:12])=[CH:4][C:3]=1[N:15]1[C:19]([NH:20][CH:21]=[O:22])=[CH:18][C:17]([O:23][CH2:24][C:25]([F:34])([F:33])[C:26]([F:32])([F:31])[C:27]([F:30])([F:29])[F:28])=[N:16]1.ClC1C=CC=C(C(OO)=[O:43])C=1>C(Cl)(Cl)Cl>[F:1][C:2]1[CH:7]=[C:6]([CH3:8])[C:5]([S:9]([CH2:10][C:11]([F:14])([F:13])[F:12])=[O:43])=[CH:4][C:3]=1[N:15]1[C:19]([NH:20][CH:21]=[O:22])=[CH:18][C:17]([O:23][CH2:24][C:25]([F:34])([F:33])[C:26]([F:31])([F:32])[C:27]([F:30])([F:29])[F:28])=[N:16]1. Reported procedure: 0.7 g of 1-{2-fluoro-4-methyl-5-(2,2,2-trifluoroethylthio)phenyl}-5-formylamino-3-(2,2,3,3,4,4,4-heptafluorobutoxy)pyrazole was dissolved in 20 mL of chloroform, and 360 mg of m-chloroperbenzoic acid (purity: 75%) was added under cooling with ice. After stirring for one hour under cooling with ice, the solution was washed with an aqueous sodium thiosulfate solution and then washed with an aqueous sodium hydrogen carbonate solution, and then dried over anhydrous magnesium sulfate. Then, the solve... Reactants: COc1cc(S(C)=O)ccc1-c1nc2c[nH][nH]c(=O)c-2n1, CC(=O)O, OO. Product: COc1cc(S(C)(=O)=O)ccc1-c1nc2c[nH][nH]c(=O)c-2n1. As a reaction SMILES: [CH3:1][O:2][c:3]1[c:4](-[c:12]2[n:13][c:14]3[c:19](=[O:20])[nH:18][nH:17][cH:16][c:15]-3[n:21]2)[cH:5][cH:6][c:7]([S:9](=[O:10])[CH3:11])[cH:8]1.[CH3:24][C:25](=[O:26])[OH:27].[OH:22][OH:23]>>[CH3:1][O:2][c:3]1[c:4](-[c:12]2[n:13][c:14]3[c:19](=[O:20])[nH:18][nH:17][cH:16][c:15]-3[n:21]2)[cH:5][cH:6][c:7]([S:9](=[O:10])([CH3:11])=[O:22])[cH:8]1.